This data is from the Open Reaction Database (ORD), a public repository of structured organic reaction records. The task is: describe an organic reaction: reactants, conditions, products, and yield Starting materials: COC(C1=CC(=CC=C1)C(C)N=[N+]=[N-])=O (methyl3-(1-azidoethyl)benzoate), [H][H] (hydrogen). The reagents and catalysts are [C].[Pd] (palladiumcarbon). The solvent is C(C)O (ethanol). Yields the product NC(C)C=1C=C(C(=O)OC)C=CC1 (methyl 3-(1-aminoethyl)benzoate). The yield is 57.3%. Reaction SMILES: [CH3:1][O:2][C:3](=[O:15])[C:4]1[CH:9]=[CH:8][CH:7]=[C:6]([CH:10]([N:12]=[N+]=[N-])[CH3:11])[CH:5]=1.[H][H]>C(O)C.[C].[Pd]>[NH2:12][CH:10]([C:6]1[CH:5]=[C:4]([CH:9]=[CH:8][CH:7]=1)[C:3]([O:2][CH3:1])=[O:15])[CH3:11] |f:3.4|. Procedure: 600 mg of the methyl 3-(1-azidoethyl)benzoate [100-1] was dissolved in 15 mL of ethanol, 200 mg of 10% palladiumcarbon catalyst was added thereto, and stirred overnight in a hydrogen atmosphere. The insolubles were filtered through celite, washed with ethanol, and then the filtrate was concentrated under reduced pressure to obtain 300 mg of methyl 3-(1-aminoethyl)benzoate [100-2] as a colorless oily product. Starting materials: COC1=CC=C(CN2N=CC3=C2N=CC=2CCNC4=C(C23)C=CC=C4)C=C1 (3-(4-methoxybenzyl)-3,6,7,8-tetrahydropyrazolo[4′,3′:5,6]pyrido[3,4-d][1]benzazepine), C1(=CC=CC=C1)S(=O)(=O)Cl (phenylsulfonyl chloride). Yields the product C1(=CC=CC=C1)S(=O)(=O)N1CCC2=C(C3=C1C=CC=C3)C3=C(N=C2)NN=C3 (8-(phenylsulfonyl)-3,6,7,8-tetrahydropyrazolo[4′,3′:5,6]pyrido[3,4-d][1]benzazepine), solid. The yield is 18.0%. As a reaction SMILES: COC1C=CC(C[N:8]2[C:12]3[N:13]=[CH:14][C:15]4[CH2:16][CH2:17][NH:18][C:19]5[CH:25]=[CH:24][CH:23]=[CH:22][C:20]=5[C:21]=4[C:11]=3[CH:10]=[N:9]2)=CC=1.[C:28]1([S:34](Cl)(=[O:36])=[O:35])[CH:33]=[CH:32][CH:31]=[CH:30][CH:29]=1>>[C:28]1([S:34]([N:18]2[C:19]3[CH:25]=[CH:24][CH:23]=[CH:22][C:20]=3[C:21]3[C:11]4[CH:10]=[N:9][NH:8][C:12]=4[N:13]=[CH:14][C:15]=3[CH2:16][CH2:17]2)(=[O:36])=[O:35])[CH:33]=[CH:32][CH:31]=[CH:30][CH:29]=1. Procedure: The compound 8-(phenylsulfonyl)-3,6,7,8-tetrahydropyrazolo[4′,3′:5,6]pyrido[3,4-d][1]benzazepine was prepared using 3-(4-methoxybenzyl)-3,6,7,8-tetrahydropyrazolo[4′,3′:5,6]pyrido[3,4-d][1]benzazepine and phenylsulfonyl chloride as described in the 2 step procedure K. The desired compound was obtained as an off-white solid (0.040 g, 18%); 1H NMR (CDCl3, 400 MHz) δ: 8.52 (s, 1H), 8.29 (m, 2H), 7.73 (m, 2H), 7.67-7.50 (m, 6H), 7.00 (dd, J1=1.2 Hz, J2=8.8 Hz, 2H), 6.51 (dd, J1=J2=8.0 Hz, 2H), 6.20 ... The reactants are CC1(C)OCc2cc(C3CN(CCc4ccc(OCCOCc5cccc(S(=O)C6CCCC6)c5)cc4)C(=O)O3)ccc2O1, ClCCl, O=C(OO)c1cccc(Cl)c1. The product is CC1(C)OCc2cc(C3CN(CCc4ccc(OCCOCc5cccc(S(=O)(=O)C6CCCC6)c5)cc4)C(=O)O3)ccc2O1. Reaction SMILES: [CH:1]1([S:6](=[O:7])[c:8]2[cH:9][c:10]([CH2:11][O:12][CH2:13][CH2:14][O:15][c:16]3[cH:17][cH:18][c:19]([CH2:22][CH2:23][N:24]4[C:25](=[O:41])[O:26][CH:27]([c:29]5[cH:30][c:31]6[c:32]([cH:39][cH:40]5)[O:33][C:34]([CH3:37])([CH3:38])[O:35][CH2:36]6)[CH2:28]4)[cH:20][cH:21]3)[cH:42][cH:43][cH:44]2)[CH2:2][CH2:3][CH2:4][CH2:5]1.[Cl:56][CH2:57][Cl:58].[OH:45][O:46][C:47]([c:48]1[cH:49][c:50]([Cl:51])[cH:52][cH:53][cH:54]1)=[O:55]>>[CH:1]1([S:6](=[O:7])([c:8]2[cH:9][c:10]([CH2:11][O:12][CH2:13][CH2:14][O:15][c:16]3[cH:17][cH:18][c:19]([CH2:22][CH2:23][N:24]4[C:25](=[O:41])[O:26][CH:27]([c:29]5[cH:30][c:31]6[c:32]([cH:39][cH:40]5)[O:33][C:34]([CH3:37])([CH3:38])[O:35][CH2:36]6)[CH2:28]4)[cH:20][cH:21]3)[cH:42][cH:43][cH:44]2)=[O:45])[CH2:2][CH2:3][CH2:4][CH2:5]1. The reactants are ClC1=CN=C(S1)NC(C1=C(C=CC(=C1)Cl)OC)=O (N-(5-chlorothiazol-2-yl)-5-chloro-2-methoxybenzamide), ClCC=1N=CSC1 (4-(chloromethyl)thiazole), CC(C)([O-])C.[K+] (potassium t-butoxide), O1CCOCC1 (dioxane). Reagents/catalysts: [I-].C(CCC)[N+](CCCC)(CCCC)CCCC (tetrabutylammonium iodide). The solvent is C1(=CC=CC=C1)C (toluene). Product: ClC=1C=CC(=C(C(=O)\N=C\2/SC(=CN2CC=2N=CSC2)Cl)C1)OC (5-chloro-N-[(2Z)-5-chloro-3-(1,3-thiazol-4-ylmethyl)-1,3-thiazol-2(3H)-ylidene]-2-methoxybenzamide). Yield: 60.0%. RXN SMILES: [Cl:1][C:2]1[S:6][C:5]([NH:7][C:8](=[O:18])[C:9]2[CH:14]=[C:13]([Cl:15])[CH:12]=[CH:11][C:10]=2[O:16][CH3:17])=[N:4][CH:3]=1.Cl[CH2:20][C:21]1[N:22]=[CH:23][S:24][CH:25]=1.CC(C)([O-])C.[K+].O1CCOCC1>[I-].C([N+](CCCC)(CCCC)CCCC)CCC.C1(C)C=CC=CC=1>[Cl:15][C:13]1[CH:12]=[CH:11][C:10]([O:16][CH3:17])=[C:9]([CH:14]=1)[C:8](/[N:7]=[C:5]1\[S:6][C:2]([Cl:1])=[CH:3][N:4]\1[CH2:20][C:21]1[N:22]=[CH:23][S:24][CH:25]=1)=[O:18] |f:2.3,5.6|. Reported procedure: A mixture of Example 83A (1001 mg, 3.33 mmol), commercially available 4-(chloromethyl)thiazole (574 mg, 3.33 mmol), potassium t-butoxide (354 mg, 3.33 mmol) and tetrabutylammonium iodide (492 mg, 1.33 mmol) in anhydrous toluene (30 mL)/dioxane (10 mL) was refluxed for 15 h. The mixture was then cooled to room temperature, washed with water, brine, dried with anhydrous MgSO4 and concentrated under reduced pressure. The residue was purified by using an Analogix® Intelliflash280 ™ (SiO2, 0-70% ethy... Starting materials: ClC1=CC=2C(=C3C(=NC2C=C1)C(NC(=N3)C)=O)C(F)(F)F (8-Chloro-2-methyl-10-(trifluoromethyl)-pyrimido[5,4-b]quinolin-4(3H)-one), [Li]CCCC (n-BuLi). The solvent is C1CCOC1.CN(C)CCN(C)C (THF TMEDA). Run at temperature -78 celsius, time 20 minute. Product: C(CCC)C1(C2=C(NC=3C=CC(=CC13)Cl)C(NC(=N2)C)=O)C(F)(F)F (10-Butyl-8-chloro-2-methyl-10-(trifluoromethyl)-5,10-dihydropyrimido[5,4-b]quinolin-4(3H)-one). Yield: 17.0%. Reaction SMILES: [Cl:1][C:2]1[CH:11]=[CH:10][C:9]2[N:8]=[C:7]3[C:12](=[O:17])[NH:13][C:14]([CH3:16])=[N:15][C:6]3=[C:5]([C:18]([F:21])([F:20])[F:19])[C:4]=2[CH:3]=1.[Li][CH2:23][CH2:24][CH2:25][CH3:26]>C1COCC1.CN(CCN(C)C)C>[CH2:23]([C:5]1([C:18]([F:19])([F:21])[F:20])[C:4]2[CH:3]=[C:2]([Cl:1])[CH:11]=[CH:10][C:9]=2[NH:8][C:7]2[C:12](=[O:17])[NH:13][C:14]([CH3:16])=[N:15][C:6]1=2)[CH2:24][CH2:25][CH3:26] |f:2.3|. Procedure details: 8-Chloro-2-methyl-10-(trifluoromethyl)-pyrimido[5,4-b]quinolin-4(3H)-one (13, 82 mg, 0.261 mmol) was suspended in THF-TMEDA (10:1, 1.74 mL) and cooled to −78° C. under a N2 atmosphere. n-BuLi was added dropwise and the reaction slowly became homogeneous. The reaction mixture was stirred at −78° C. for 20 minutes, then the ice bath was removed and the reaction allowed to warm to rt. After stirring for 90 min, the reaction was quenched with sat. aq. NH4Cl and was partitioned between EtOAc and H2O.... Reactants: C([O-])([O-])=O.[Na+].[Na+] (sodium carbonate), CC(CCCC(C)C)OCCCCC1OCCO1 ({4-[(1,5-dimethylhexyl)oxy]butyl}-1,3-dioxolane), C(C)(=O)O (acetic acid), O1CCCC1 (tetrahydrofuran). Solvent: O (water). Product: CC(CCCC(C)C)OCCCCC=O (5-[(1,5-dimethylhexyl)oxy]pentanal). Yield: 26.0%. Reaction SMILES: [CH3:1][CH:2]([O:9][CH2:10][CH2:11][CH2:12][CH2:13][CH:14]1OCC[O:15]1)[CH2:3][CH2:4][CH2:5][CH:6]([CH3:8])[CH3:7].C(O)(=O)C.O1CCCC1.C(=O)([O-])[O-].[Na+].[Na+]>O>[CH3:1][CH:2]([O:9][CH2:10][CH2:11][CH2:12][CH2:13][CH:14]=[O:15])[CH2:3][CH2:4][CH2:5][CH:6]([CH3:7])[CH3:8] |f:3.4.5|. Procedure: {4-[(1,5-dimethylhexyl)oxy]butyl}-1,3-dioxolane (1.4 g, 43% pure by GC RPA, 3.9 mmol), acetic acid (10 mL), tetrahydrofuran (16 mL) and water (20 mL) were added to a 100 mL three-necked flask fitted with thermocouple, magnetic stirrer and condenser. The reaction mixture was refluxed for 2 hrs, cooled and saturated sodium carbonate (150 mL) added. The crude reaction mixture was extracted with hexane (4×100 mL), the combined organic phase dried over magnesium sulphate, filtered and the solvent rem...